From a dataset of the Open Reaction Database (ORD), a public repository of structured organic reaction records. describe an organic reaction: reactants, conditions, products, and yield Reaction SMILES: C1(C)C=CC=CC=1.[CH2:8]([O:10][C:11]1[CH:16]=[CH:15][C:14]([C:17]2[CH:22]=[CH:21][C:20]([CH:23]3[CH2:28][CH2:27][CH:26]([CH:29]4[CH2:34][CH2:33][CH:32]([CH2:35][CH2:36][CH3:37])[CH2:31][CH2:30]4)[O:25][C:24]3=[O:38])=[C:19]([F:39])[C:18]=2[F:40])=[C:13]([F:41])[C:12]=1[F:42])[CH3:9].[H-].C([Al+]CC(C)C)C(C)C>C(O)=O>[CH2:8]([O:10][C:11]1[CH:16]=[CH:15][C:14]([C:17]2[CH:22]=[CH:21][C:20]([CH:23]3[CH2:28][CH2:27][CH:26]([CH:29]4[CH2:30][CH2:31][CH:32]([CH2:35][CH2:36][CH3:37])[CH2:33][CH2:34]4)[O:25][CH:24]3[OH:38])=[C:19]([F:39])[C:18]=2[F:40])=[C:13]([F:41])[C:12]=1[F:42])[CH3:9] |f:2.3|. Product: C(C)OC1=C(C(=C(C=C1)C1=C(C(=C(C=C1)C1C(OC(CC1)C1CCC(CC1)CCC)O)F)F)F)F (3-(4′-ethoxy-2,2′,3,3′-tetrafluorobiphenyl-4-yl)-6-(4-propylcyclohexyl)tetrahydropyran-2-ol). Procedure: Toluene (20 ml) was added to 3-(4′-ethoxy-2,2′,3,3′-tetrafluorobiphenyl-4-yl)-6-(4-propylcyclohexyl)tetrahydropyran-2-one (11) (2.35 g) prepared in the ninth step. A toluene solution of diisobutylaluminum hydride (0.99 M; 9.6 ml) was added dropwise at −50° C. or lower, and the stirring was continued for 3 hours. The reaction mixture was poured into a 10% aqueous solution of formic acid (50 ml) to give two layers. The water layer was extracted with toluene (20 ml) twice and the combined organic l... The solvent is C(=O)O (formic acid). The yield is 97.0%. Starting materials: aqueous solution, C1(=CC=CC=C1)C (Toluene), C(C)OC1=C(C(=C(C=C1)C1=C(C(=C(C=C1)C1C(OC(CC1)C1CCC(CC1)CCC)=O)F)F)F)F (3-(4′-ethoxy-2,2′,3,3′-tetrafluorobiphenyl-4-yl)-6-(4-propylcyclohexyl)tetrahydropyran-2-one), C1(=CC=CC=C1)C (toluene), [H-].C(C(C)C)[Al+]CC(C)C (diisobutylaluminum hydride). Conditions: time 3 hour. Reaction conditions: temperature -20 celsius, time 30 minute. Run in CCCCCC (hexane), O1CCCC1 (tetrahydrofuran), CCOCC (ether), O1CCCC1 (THF). The yield is 72.5%. The product is CC1(CCC1)C(=O)OC (methyl 1-methylcyclobutane carboxylate). As a reaction SMILES: [CH:1](NC1CCCCC1)(C)C.C([Li])CCC.[CH:16]1([C:20]([O:22][CH3:23])=[O:21])[CH2:19][CH2:18][CH2:17]1.CI.Cl>O1CCCC1.CCCCCC.CCOCC>[CH3:1][C:16]1([C:20]([O:22][CH3:23])=[O:21])[CH2:19][CH2:18][CH2:17]1. Procedure: A solution of 27 gm of isopropylcyclohexylamine in 200 ml of dry tetrahydrofuran (THF) was cooled to -20° C. under argon and treated with 115 ml of 1.6M n-butyl lithium in hexane. The solution was stirred for about 30 min. at -20° C. and then cooled to -70° C. A solution of 14 grams of methyl cyclobutane carboxylate in 100 ml of THF was added dropwise over a one hour period. After the addition was complete, the solution was allowed to warm to near 0° C. and 33 grams of methyl iodide was added ra... Reactants: C(CCC)[Li] (n-butyl lithium), CI (methyl iodide), C(C)(C)NC1CCCCC1 (isopropylcyclohexylamine), Cl (HCl), C1(CCC1)C(=O)OC (methyl cyclobutane carboxylate). Reactants: C(C1=CC=CC=C1)ON(C=O)CC1C(N(CC1CCCC)CC1=CC=C(C=C1)O)=O ((+/−)-(3RS,4SR)-N-benzyloxy-N-[4-butyl-1-(4-hydroxybenzyl)-2-oxopyrrolidin-3-yl-methyl]formamide), O1C(=CC=C1)CO (furan-2-yl-methanol), C1(=CC=CC=C1)P(C1=CC=CC=C1)C1=CC=CC=C1 (triphenylphosphine), N(=NC(=O)OCC)C(=O)OCC (diethyl azodicarboxylate). The solvent is O1CCCC1 (tetrahydrofuran). Reaction conditions: temperature 0 celsius, time 8 hour. Yields the product C(C1=CC=CC=C1)ON(C=O)CC1C(N(CC1CCCC)CC1=CC=C(C=C1)OCC=1OC=CC1)=O ((+/−)-(3RS,4SR)-N-benzyloxy-N-{4-butyl-1-[4-(furan-2-yl- methoxy)benzyl]-2-oxopyrrolidin-3-yl-methyl}formamide). The yield is 318.5%. Reaction SMILES: [CH2:1]([O:8][N:9]([CH2:12][CH:13]1[CH:17]([CH2:18][CH2:19][CH2:20][CH3:21])[CH2:16][N:15]([CH2:22][C:23]2[CH:28]=[CH:27][C:26]([OH:29])=[CH:25][CH:24]=2)[C:14]1=[O:30])[CH:10]=[O:11])[C:2]1[CH:7]=[CH:6][CH:5]=[CH:4][CH:3]=1.[O:31]1[CH:35]=[CH:34][CH:33]=[C:32]1[CH2:36]O.C1(P(C2C=CC=CC=2)C2C=CC=CC=2)C=CC=CC=1.N(C(OCC)=O)=NC(OCC)=O>O1CCCC1>[CH2:1]([O:8][N:9]([CH2:12][CH:13]1[CH:17]([CH2:18][CH2:19][CH2:20][CH3:21])[CH2:16][N:15]([CH2:22][C:23]2[CH:28]=[CH:27][C:26]([O:29][CH2:36][C:32]3[O:31][CH:35]=[CH:34][CH:33]=3)=[CH:25][CH:24]=2)[C:14]1=[O:30])[CH:10]=[O:11])[C:2]1[CH:7]=[CH:6][CH:5]=[CH:4][CH:3]=1. Reported procedure: To a solution of (+/−)-(3RS,4SR)-N-benzyloxy-N-[4-butyl-1-(4-hydroxybenzyl)-2-oxopyrrolidin-3-yl-methyl]formamide (0.1 g, 0.24 mmol) in tetrahydrofuran (3 mL) under argon was added furan-2-yl-methanol (0.041 mL, 0.048 mmol) and triphenylphosphine (0.07 g, 0.27 mmol). The solution was cooled to 0° C. and diethyl azodicarboxylate (0.042 mL, 0.27 mmol) was added dropwise. The reaction mixture was warmed up to rt and stirred overnight. The reaction was quenched with saturated aqueous NaHCO3 (10 mL) ...